From a dataset of the Open Reaction Database (ORD), a public repository of structured organic reaction records. describe an organic reaction: reactants, conditions, products, and yield Reactants: ClC1=C(C=CC=C1Cl)N1CCN(CCC1)CCCOC1=CC=C2C=CC(NC2=C1)=O (7-(3-(4-(2,3-dichlorophenyl)-1,4-diazepan-1-yl)propoxy)quinolin-2(1H)-one), [Na+].[I-] (NaI), O1C2=C(OCC1)C(=CC=C2)N2CCNCC2 (1-(2,3-dihydrobenzo[b][1,4]dioxin-5-yl)piperazine), C(=O)([O-])[O-].[K+].[K+] (K2CO3). Run in CC#N (CH3CN). Conditions: time 4 hour. The product is O1C2=C(OCC1)C(=CC=C2)N2CCN(CC2)CCCCOC2=CC=C1C=CC(NC1=C2)=O (7-(4-(4-(2,3-dihydrobenzo[b][1,4]dioxin-5-yl)piperazin-1-yl)butoxy)quinolin-2(1H)-one). Isolated yield 49.7%. Reaction SMILES: ClC1C(Cl)=CC=CC=1N1CCCN([CH2:16][CH2:17][CH2:18][O:19][C:20]2[CH:29]=[C:28]3[C:23]([CH:24]=[CH:25][C:26](=[O:30])[NH:27]3)=[CH:22][CH:21]=2)CC1.[Na+].[I-].[O:33]1[CH2:38][CH2:37][O:36][C:35]2[C:39]([N:43]3[CH2:48][CH2:47][NH:46][CH2:45][CH2:44]3)=[CH:40][CH:41]=[CH:42][C:34]1=2.[C:49]([O-])([O-])=O.[K+].[K+]>CC#N>[O:33]1[CH2:38][CH2:37][O:36][C:35]2[C:39]([N:43]3[CH2:44][CH2:45][N:46]([CH2:49][CH2:16][CH2:17][CH2:18][O:19][C:20]4[CH:29]=[C:28]5[C:23]([CH:24]=[CH:25][C:26](=[O:30])[NH:27]5)=[CH:22][CH:21]=4)[CH2:47][CH2:48]3)=[CH:40][CH:41]=[CH:42][C:34]1=2 |f:1.2,4.5.6|. Reported procedure: A mixture of intermediate 15 (70 mg, 0.24 mmol) and NaI (70 mg, 0.48 mmol) in CH3CN was heated to reflux for 30 min and then cooled to rt. Intermediate 61 (78 mg, 0.36 mmol) and anhydrous K2CO3 (162 mg, 0.96 mmol) were added to the mixture. The resulting mixture was heated to reflux and stirred for 4 h. Precipitated crystals were filtered off and the filtrate was evaporated under reduced pressure. The residue was extracted with EtOA. The combined EtOAc layers were washed with brine, dried over a... Starting materials: ClC1=C(C=C2C=C(N(C2=C1)C)C(NC(C(F)(F)F)C1=CC(=CC=C1)C(F)(F)F)=O)C(=O)OCC (ethyl 6-chloro-1-methyl-2-({2,2,2-trifluoro-1-[3-(trifluoromethyl)phenyl]ethyl}carbamoyl)-1H-indole-5-carboxylate), C(C=C)N (Allylamine), C1(=CC=CC=C1)C (toluene), C[Al](C)C (trimethylaluminium). Run in ClCCl (dichloromethane), O (water), ClCCl (dichloromethane). Conditions: time 30 minute. Yields the product C(C=C)NC(=O)C=1C=C2C=C(N(C2=CC1Cl)C)C(=O)NC(C(F)(F)F)C1=CC(=CC=C1)C(F)(F)F (N5-Allyl-6-chloro-1-methyl-N2-{2,2,2-trifluoro-1-[3-(trifluoromethyl)phenyl]ethyl}-1H-indole-2,5-dicarboxamide). Reaction SMILES: [CH2:1]([NH2:4])[CH:2]=[CH2:3].C[Al](C)C.C1(C)C=CC=CC=1.[Cl:16][C:17]1[CH:25]=[C:24]2[C:20]([CH:21]=[C:22]([C:27](=[O:44])[NH:28][CH:29]([C:34]3[CH:39]=[CH:38][CH:37]=[C:36]([C:40]([F:43])([F:42])[F:41])[CH:35]=3)[C:30]([F:33])([F:32])[F:31])[N:23]2[CH3:26])=[CH:19][C:18]=1[C:45](OCC)=[O:46]>ClCCl.O>[CH2:1]([NH:4][C:45]([C:18]1[CH:19]=[C:20]2[C:24](=[CH:25][C:17]=1[Cl:16])[N:23]([CH3:26])[C:22]([C:27]([NH:28][CH:29]([C:34]1[CH:39]=[CH:38][CH:37]=[C:36]([C:40]([F:42])([F:43])[F:41])[CH:35]=1)[C:30]([F:31])([F:32])[F:33])=[O:44])=[CH:21]2)=[O:46])[CH:2]=[CH2:3]. Procedure details: Allylamine (156 mg, 2.73 mmol) was dissolved in 3 ml of dichloromethane and admixed dropwise under argon with a solution of trimethylaluminium in toluene (2 M, 1.37 ml, 2.73 mmol). The mixture was stirred for 30 min, and then ethyl 6-chloro-1-methyl-2-({2,2,2-trifluoro-1-[3-(trifluoromethyl)phenyl]ethyl}carbamoyl)-1H-indole-5-carboxylate (165 mg, 0.27 mmol) dissolved in 3 ml of dichloromethane was added dropwise. The mixture was heated under reflux overnight and, after cooling to room temperatur... The reactants are BrC1=CC=CC(=N1)C(COCOC)(COCOC)N (1-(6-bromo-pyridin-2-yl)-2-methoxymethoxy-1-methoxymethoxymethyl-ethylamine), C(=O)([O-])[O-].[Na+].[Na+] (Na2CO3), ClCC(=O)Cl (Chloroacetylchloride). Solvent: C(Cl)Cl (DCM), C(Cl)Cl (DCM). Conditions: time 10 minute. Yields the product BrC1=CC=CC(=N1)C(COCOC)(COCOC)NC(CCl)=O (N-[1-(6-Bromo-pyridin-2-yl)-2-methoxymethoxy-1-methoxymethoxymethyl-ethyl]-2-chloro-acetamide). As a reaction SMILES: [Br:1][C:2]1[N:7]=[C:6]([C:8]([NH2:19])([CH2:14][O:15][CH2:16][O:17][CH3:18])[CH2:9][O:10][CH2:11][O:12][CH3:13])[CH:5]=[CH:4][CH:3]=1.C([O-])([O-])=O.[Na+].[Na+].[Cl:26][CH2:27][C:28](Cl)=[O:29]>C(Cl)Cl>[Br:1][C:2]1[N:7]=[C:6]([C:8]([NH:19][C:28](=[O:29])[CH2:27][Cl:26])([CH2:9][O:10][CH2:11][O:12][CH3:13])[CH2:14][O:15][CH2:16][O:17][CH3:18])[CH:5]=[CH:4][CH:3]=1 |f:1.2.3|. Procedure: To a solution of 1-(6-bromo-pyridin-2-yl)-2-methoxymethoxy-1-methoxymethoxymethyl-ethylamine (15.0 g, 44.75 mmol) in DCM (150 ml) was added aqueous Na2CO3 solution (10.91 g, 102.925 mmol in water, 30 ml) was added at 0° C. and stirred for 10 min. Chloroacetylchloride (5.56 g, 49.225 mmol) was added to the resultant reaction mixture at 0° C. stirring continued for 1 h at ambient temperature. Reaction mixture was diluted with DCM (˜1 l), and worked up the reaction mixture by washing with water, br... The yield is 82.5%. Procedure: A mixture of 4.36 g (15.9 mmol) of 1-(4-bromobutyl)-2,3-dimethoxybenzene, 3.10 g (15.9 mmol) of 1-(2,4-dihydroxy-3-propylphenyl)ethanone, 4.4 g (32 mmol) of potassium carbonate and 2.4 g (16 mmol) of sodium iodide in 100 mL of acetone was stirred at reflux for 30 hours. The reaction mixture was filtered and the filtrate was concentrated under reduced pressure. Purification by high pressure liquid chromatography using 20% ethyl acetate-hexane gave 5.07 g (88% yield) of 1-[2-Hydroxy-4-[4-(2,3-dime... Reaction SMILES: Br[CH2:2][CH2:3][CH2:4][CH2:5][C:6]1[CH:11]=[CH:10][CH:9]=[C:8]([O:12][CH3:13])[C:7]=1[O:14][CH3:15].[OH:16][C:17]1[C:22]([CH2:23][CH2:24][CH3:25])=[C:21]([OH:26])[CH:20]=[CH:19][C:18]=1[C:27](=[O:29])[CH3:28].C(=O)([O-])[O-].[K+].[K+].[I-].[Na+]>CC(C)=O>[OH:16][C:17]1[C:22]([CH2:23][CH2:24][CH3:25])=[C:21]([O:26][CH2:2][CH2:3][CH2:4][CH2:5][C:6]2[CH:11]=[CH:10][CH:9]=[C:8]([O:12][CH3:13])[C:7]=2[O:14][CH3:15])[CH:20]=[CH:19][C:18]=1[C:27](=[O:29])[CH3:28] |f:2.3.4,5.6|. The solvent is CC(=O)C (acetone). The reactants are BrCCCCC1=C(C(=CC=C1)OC)OC (1-(4-bromobutyl)-2,3-dimethoxybenzene), OC1=C(C=CC(=C1CCC)O)C(C)=O (1-(2,4-dihydroxy-3-propylphenyl)ethanone), C([O-])([O-])=O.[K+].[K+] (potassium carbonate), [I-].[Na+] (sodium iodide). Yields the product OC1=C(C=CC(=C1CCC)OCCCCC1=C(C(=CC=C1)OC)OC)C(C)=O (1-[2-Hydroxy-4-[4-(2,3-dimethoxyphenyl)butoxy]-3-propylphenyl]-ethanone). Starting materials: ClCCCl, CCOC(C)=O, COc1cc(C=C(CCCCl)C(=O)O)ccc1-n1cnc(C)c1, O=C(O)C(F)(F)F, NC1CCCc2ccc(N3CCOCC3)cc21, CN(C)C=O, O, On1nnc2ccccc21. Product: COc1cc(C=C(CCCCl)C(=O)NC2CCCc3ccc(N4CCOCC4)cc32)ccc1-n1cnc(C)c1. Reaction SMILES: [CH2:1]([Cl:2])[CH2:3][Cl:4].[CH3:67][CH2:68][O:69][C:70](=[O:71])[CH3:72].[Cl:22][CH2:23][CH2:24][CH2:25][C:26]([C:27](=[O:28])[OH:29])=[CH:30][c:31]1[cH:32][c:33]([O:43][CH3:44])[c:34](-[n:37]2[cH:38][n:39][c:40]([CH3:42])[cH:41]2)[cH:35][cH:36]1.[F:15][C:16]([F:17])([F:18])[C:19]([OH:20])=[O:21].[O:45]1[CH2:46][CH2:47][N:48]([c:51]2[cH:52][cH:53][c:54]3[c:59]([cH:60]2)[CH:58]([NH2:61])[CH2:57][CH2:56][CH2:55]3)[CH2:49][CH2:50]1.[O:62]=[CH:63][N:64]([CH3:65])[CH3:66].[OH2:73].[OH:5][n:6]1[c:7]2[c:8]([cH:9][cH:10][cH:11][cH:12]2)[n:13][n:14]1>>[Cl:22][CH2:23][CH2:24][CH2:25][C:26]([C:27](=[O:29])[NH:61][CH:58]1[CH2:57][CH2:56][CH2:55][c:54]2[cH:53][cH:52][c:51]([N:48]3[CH2:47][CH2:46][O:45][CH2:50][CH2:49]3)[cH:60][c:59]21)=[CH:30][c:31]1[cH:32][c:33]([O:43][CH3:44])[c:34](-[n:37]2[cH:38][n:39][c:40]([CH3:42])[cH:41]2)[cH:35][cH:36]1. The reactants are COC=1C=C2CC(CC2=CC1)CO ((5-Methoxy-indan-2-yl)-methanol), Br (HBr). Run at time 30 minute. Yields the product OCC1CC2=CC=C(C=C2C1)O (2-Hydroxymethyl-indan-5-ol). Isolated yield 63.1%. As a reaction SMILES: C[O:2][C:3]1[CH:4]=[C:5]2[C:9](=[CH:10][CH:11]=1)[CH2:8][CH:7]([CH2:12][OH:13])[CH2:6]2.Br>>[OH:13][CH2:12][CH:7]1[CH2:6][C:5]2[C:9](=[CH:10][CH:11]=[C:3]([OH:2])[CH:4]=2)[CH2:8]1. Procedure details: Combine (5-Methoxy-indan-2-yl)-methanol (117.0 mg, 0.65 mmol), and 48% HBr (aq). After the reaction refluxes for 30 minutes, cool to room temperature and extract the product with ethyl acetate. Wash with brine and dry over Na2SO4. After concentrating the organic layer under reduced pressure, flash chromatograph using 2/1 Hexanes/Ethyl acetate eluent to afford 67.3 mg, 0.41 mmol (63% yield) of the title compound: 1H NMR (500 MHz, CDCl3); 2.6-2.8 (3H, m), 2.9-3.1 (2H, m), 3.6-3.8 (2H, m), 6.6-6.8 ... Reactants: O=C([O-])[O-], O=C(Cl)OCc1ccccc1, Cl, [Cu+2], [Cu], NCCCC(N)(C(=O)O)C(F)F, NCCCC(N)(C(=O)O)C(F)F, O, O, S. The product is NC(CCCNC(=O)OCc1ccccc1)(C(=O)O)C(F)F. Reaction SMILES: [C:41](=[O:42])([O-:43])[O-:44].[CH2:27]([c:28]1[cH:29][cH:30][cH:31][cH:32][cH:33]1)[O:34][C:35](=[O:36])[Cl:37].[ClH:13].[Cu+2:45].[Cu:40].[F:15][CH:16]([F:17])[C:18]([NH2:19])([CH2:20][CH2:21][CH2:22][NH2:23])[C:24]([OH:25])=[O:26].[F:1][CH:2]([C:3]([C:4](=[O:5])[OH:6])([CH2:7][CH2:8][CH2:9][NH2:10])[NH2:11])[F:12].[OH2:14].[OH2:39].[SH2:38]>>[F:1][CH:2]([C:3]([C:4](=[O:5])[OH:6])([CH2:7][CH2:8][CH2:9][NH:10][C:35]([O:34][CH2:27][c:28]1[cH:29][cH:30][cH:31][cH:32][cH:33]1)=[O:36])[NH2:11])[F:12]. The reactants are CC(C)CBr, CCOC(=O)Cc1ccc([N+](=O)[O-])c(OCC2CC2)c1, [Cl-], [H-], [NH4+], [Na+], CN(C)C=O. Yields the product CCOC(=O)C(CC(C)C)c1ccc([N+](=O)[O-])c(OCC2CC2)c1. RXN SMILES: [CH2:23]([CH:24]([CH3:25])[CH3:26])[Br:27].[CH:1]1([CH2:4][O:5][c:6]2[cH:7][c:8]([CH2:15][C:16](=[O:17])[O:18][CH2:19][CH3:20])[cH:9][cH:10][c:11]2[N+:12](=[O:13])[O-:14])[CH2:2][CH2:3]1.[Cl-:28].[H-:22].[NH4+:29].[Na+:21].[O:30]=[CH:31][N:32]([CH3:33])[CH3:34]>>[CH:1]1([CH2:4][O:5][c:6]2[cH:7][c:8]([CH:15]([C:16](=[O:17])[O:18][CH2:19][CH3:20])[CH2:23][CH:24]([CH3:25])[CH3:26])[cH:9][cH:10][c:11]2[N+:12](=[O:13])[O-:14])[CH2:2][CH2:3]1. Starting materials: N(=NC(=O)OCC)C(=O)OCC (diethyl azodicarboxylate), OC1=CC=C(CN2C=C(C(=C2)C2=CC=CC=C2)CCC(=O)OCC)C=C1 (ethyl 3-[1-(4-hydroxybenzyl)-4-phenyl-3-pyrrolyl]propionate), S1C(=CC=C1)CO (2-thiophenemethanol), C1(=CC=CC=C1)P(C1=CC=CC=C1)C1=CC=CC=C1 (triphenyl phosphine). Solvent: O1CCCC1 (tetrahydrofuran), C1(=CC=CC=C1)C (toluene). Run at time 8 hour. The product is S1C(=CC=C1)COC1=CC=C(CN2C=C(C(=C2)C2=CC=CC=C2)CCC(=O)OCC)C=C1 (ethyl 3-[1-[4-(2-thienylmethoxy)benzyl]-4-phenyl-3-pyrrolyl]propionate). Yield: 56.0%. Reaction SMILES: N(C(OCC)=O)=NC(OCC)=O.[OH:13][C:14]1[CH:38]=[CH:37][C:17]([CH2:18][N:19]2[CH:23]=[C:22]([C:24]3[CH:29]=[CH:28][CH:27]=[CH:26][CH:25]=3)[C:21]([CH2:30][CH2:31][C:32]([O:34][CH2:35][CH3:36])=[O:33])=[CH:20]2)=[CH:16][CH:15]=1.[S:39]1[CH:43]=[CH:42][CH:41]=[C:40]1[CH2:44]O.C1(P(C2C=CC=CC=2)C2C=CC=CC=2)C=CC=CC=1>O1CCCC1.C1(C)C=CC=CC=1>[S:39]1[CH:43]=[CH:42][CH:41]=[C:40]1[CH2:44][O:13][C:14]1[CH:38]=[CH:37][C:17]([CH2:18][N:19]2[CH:23]=[C:22]([C:24]3[CH:29]=[CH:28][CH:27]=[CH:26][CH:25]=3)[C:21]([CH2:30][CH2:31][C:32]([O:34][CH2:35][CH3:36])=[O:33])=[CH:20]2)=[CH:16][CH:15]=1. Procedure details: A toluene solution (1.74 g) of 40% diethyl azodicarboxylate was added dropwise slowly to a mixture of ethyl 3-[1-(4-hydroxybenzyl)-4-phenyl-3-pyrrolyl]propionate (873 mg), 2-thiophenemethanol (0.237 ml), triphenyl phosphine (984 mg), and tetrahydrofuran (20 ml) at room temperature. After the solution was stirred overnight at room temperature, the reaction solvent was removed under reduced pressure. The residue was subjected to silica gel column chromatography, and ethyl 3-[1-[4-(2-thienylmethoxy...